The task is: describe an organic reaction: reactants, conditions, products, and yield. This data is from the Open Reaction Database (ORD), a public repository of structured organic reaction records. Starting materials: CC(CCCO)OCc1ccccc1, CC(C)=O, [Na+], [Na+], O=S([O-])[O-]. Product: CC(CCC(=O)O)OCc1ccccc1. As a reaction SMILES: [CH2:1]([c:2]1[cH:3][cH:4][cH:5][cH:6][cH:7]1)[O:8][CH:9]([CH2:10][CH2:11][CH2:12][OH:13])[CH3:14].[CH3:21][C:22](=[O:23])[CH3:24].[Na+:19].[Na+:20].[S:15](=[O:16])([O-:17])[O-:18]>>[CH2:1]([c:2]1[cH:3][cH:4][cH:5][cH:6][cH:7]1)[O:8][CH:9]([CH2:10][CH2:11][C:12](=[O:13])[OH:16])[CH3:14]. Reactants: COCCBr, O=C([O-])[O-], CS(C)=O, [Cs+], [Cs+], O=C(Nc1ccn(Cc2ccc(O)cc2C(F)(F)F)n1)c1c(F)cccc1F. The product is COCCOc1ccc(Cn2ccc(NC(=O)c3c(F)cccc3F)n2)c(C(F)(F)F)c1. As a reaction SMILES: [Br:35][CH2:36][CH2:37][O:38][CH3:39].[C:29](=[O:30])([O-:31])[O-:32].[CH3:40][S:41]([CH3:42])=[O:43].[Cs+:33].[Cs+:34].[F:1][c:2]1[c:3]([C:4](=[O:5])[NH:6][c:7]2[n:8][n:9]([CH2:12][c:13]3[c:14]([C:20]([F:21])([F:22])[F:23])[cH:15][c:16]([OH:19])[cH:17][cH:18]3)[cH:10][cH:11]2)[c:24]([F:28])[cH:25][cH:26][cH:27]1>>[F:1][c:2]1[c:3]([C:4](=[O:5])[NH:6][c:7]2[n:8][n:9]([CH2:12][c:13]3[c:14]([C:20]([F:21])([F:22])[F:23])[cH:15][c:16]([O:19][CH2:36][CH2:37][O:38][CH3:39])[cH:17][cH:18]3)[cH:10][cH:11]2)[c:24]([F:28])[cH:25][cH:26][cH:27]1. Starting materials: COCCCOC(=O)c1ccc(Cl)c(OCCCOC)c1, Cl, [Na+], C1COCCO1, [OH-]. Product: COCCCOc1cc(C(=O)O)ccc1Cl. As a reaction SMILES: [CH3:1][O:2][CH2:3][CH2:4][CH2:5][O:6][C:7]([c:8]1[cH:9][c:10]([O:15][CH2:16][CH2:17][CH2:18][O:19][CH3:20])[c:11]([Cl:14])[cH:12][cH:13]1)=[O:21].[ClH:24].[Na+:23].[O:25]1[CH2:26][CH2:27][O:28][CH2:29][CH2:30]1.[OH-:22]>>[O:6]=[C:7]([c:8]1[cH:9][c:10]([O:15][CH2:16][CH2:17][CH2:18][O:19][CH3:20])[c:11]([Cl:14])[cH:12][cH:13]1)[OH:21]. Reactants: CCOCC, ClCCl, OCc1cccc(I)c1. The product is O=Cc1cccc(I)c1. RXN SMILES: [CH3:13][CH2:14][O:15][CH2:16][CH3:17].[Cl:10][CH2:11][Cl:12].[I:1][c:2]1[cH:3][c:4]([CH2:5][OH:6])[cH:7][cH:8][cH:9]1>>[I:1][c:2]1[cH:3][c:4]([CH:5]=[O:6])[cH:7][cH:8][cH:9]1. Starting materials: Cl.NO (Hydroxylamine hydrochloride), C([O-])([O-])=O.[K+].[K+] (potassium carbonate), N1N=C(C2=CC=CC=C12)C#N (Indazole-3-carbonitrile). Solvent: CO (methanol), C(C)O (ethanol). Yields the product C1=CC=C2C(=C1)C(=C(N)N=O)NN2 ([1H-Indazol-3-yl]amide oxime). The yield is 36.6%. Reaction SMILES: Cl.[NH2:2][OH:3].C(=O)([O-])[O-].[K+].[K+].[NH:10]1[C:18]2[C:13](=[CH:14][CH:15]=[CH:16][CH:17]=2)[C:12]([C:19]#[N:20])=[N:11]1>C(O)C.CO>[CH:15]1[CH:14]=[C:13]2[C:12]([NH:11][NH:10][C:18]2=[CH:17][CH:16]=1)=[C:19]([N:2]=[O:3])[NH2:20] |f:0.1,2.3.4|. Procedure details: Hydroxylamine hydrochloride (1.5 g) and potassium carbonate (3.83 g) were stirred together in absolute ethanol (100 ml) for 15 minutes. Indazole-3-carbonitrile (2 g) was added and the solution heated at reflux for 4 hours, cooled to room temperature and diluted with methanol (5 ml). The solution was filtered and the solvent evaporated. The residue was extracted with anhydrous ether, the extracts were dried over MgSO4, filtered and the solvent removed to afford a white solid, which was recrystall...